Dataset: the Open Reaction Database (ORD), a public repository of structured organic reaction records. Task: describe an organic reaction: reactants, conditions, products, and yield The reactants are CCOC(=O)CBr, O=C([O-])[O-], [Cs+], [Cs+], CN(C)C=O, OCc1ccc(O)cc1. Yields the product CCOC(=O)COc1ccc(CO)cc1. RXN SMILES: [Br:16][CH2:17][C:18](=[O:19])[O:20][CH2:21][CH3:22].[C:10](=[O:11])([O-:12])[O-:13].[Cs+:14].[Cs+:15].[O:23]=[CH:24][N:25]([CH3:26])[CH3:27].[OH:1][c:2]1[cH:3][cH:4][c:5]([CH2:6][OH:7])[cH:8][cH:9]1>>[O:1]([c:2]1[cH:3][cH:4][c:5]([CH2:6][OH:7])[cH:8][cH:9]1)[CH2:17][C:18](=[O:19])[O:20][CH2:21][CH3:22]. Starting materials: [Li]CCCC, CCOCC, O=CN1CCOCC1, CC(c1cncs1)N(c1cc(F)ccc1F)S(=O)(=O)c1ccc(Cl)cc1. Product: CC(c1cnc(C=O)s1)N(c1cc(F)ccc1F)S(=O)(=O)c1ccc(Cl)cc1. Reaction SMILES: [CH3:27][CH2:28][CH2:29][CH2:30][Li:31].[CH3:40][CH2:41][O:42][CH2:43][CH3:44].[CH:32](=[O:33])[N:34]1[CH2:35][CH2:36][O:37][CH2:38][CH2:39]1.[Cl:1][c:2]1[cH:3][cH:4][c:5]([S:8](=[O:9])(=[O:10])[N:11]([CH:12]([CH3:13])[c:14]2[cH:15][n:16][cH:17][s:18]2)[c:19]2[c:20]([F:26])[cH:21][cH:22][c:23]([F:25])[cH:24]2)[cH:6][cH:7]1>>[Cl:1][c:2]1[cH:3][cH:4][c:5]([S:8](=[O:9])(=[O:10])[N:11]([CH:12]([CH3:13])[c:14]2[cH:15][n:16][c:17]([CH:32]=[O:33])[s:18]2)[c:19]2[c:20]([F:26])[cH:21][cH:22][c:23]([F:25])[cH:24]2)[cH:6][cH:7]1. Starting materials: C([O-])([O-])=O.[K+].[K+] (Potassium carbonate), C(CCC)NCCCC (dibutylamine), ClC1=CC=C(C(=N1)NCCCN1CCCCC1)[N+](=O)[O-] (6-chloro-3-nitro-N-(3-piperidin-1-ylpropyl)pyridin-2-amine). Solvent: C(C)#N (acetonitrile), C(C)#N (acetonitrile). Product: C(CCC)N(C1=CC=C(C(=N1)NCCCN1CCCCC1)[N+](=O)[O-])CCCC (N6,N6-dibutyl-3-nitro-N2-(3-piperidin-1-ylpropyl)pyridine-2,6-diamine). Yield: 94.4%. RXN SMILES: C(=O)([O-])[O-].[K+].[K+].[CH2:7]([NH:11][CH2:12][CH2:13][CH2:14][CH3:15])[CH2:8][CH2:9][CH3:10].Cl[C:17]1[N:22]=[C:21]([NH:23][CH2:24][CH2:25][CH2:26][N:27]2[CH2:32][CH2:31][CH2:30][CH2:29][CH2:28]2)[C:20]([N+:33]([O-:35])=[O:34])=[CH:19][CH:18]=1>C(#N)C>[CH2:7]([N:11]([CH2:12][CH2:13][CH2:14][CH3:15])[C:17]1[N:22]=[C:21]([NH:23][CH2:24][CH2:25][CH2:26][N:27]2[CH2:32][CH2:31][CH2:30][CH2:29][CH2:28]2)[C:20]([N+:33]([O-:35])=[O:34])=[CH:19][CH:18]=1)[CH2:8][CH2:9][CH3:10] |f:0.1.2|. Reported procedure: Potassium carbonate (54 mg, 2 eq) and a solution of dibutylamine (30 mg, 1.2 eq) in acetonitrile (2 ml) are added successively to a solution of 6-chloro-3-nitro-N-(3-piperidin-1-ylpropyl)pyridin-2-amine (59 mg, 1 eq) in acetonitrile (3 ml). The mixture is heated to reflux for 15 hours then cooled down to ambient temperature and concentrated under reduced pressure at 40° C. The residue is taken up in dichloromethane (200 ml) and water (90 ml). After decantation and extractions, the combined organ... Starting materials: FC(S(=O)(=O)OC1=CC=C(C=C1)C1=CC=NN1C)(F)F (4-(1-methyl-1H-pyrazol-5-yl)phenyl trifluoromethanesulfonate), N1=CC(=CC=C1)B(O)O (3-pyridylboronic acid), C([O-])([O-])=O.[K+].[K+] (potassium carbonate), CN(C=O)C (dimethylformamide). The reagents and catalysts are Cl[Pd]([P](C1=CC=CC=C1)(C2=CC=CC=C2)C3=CC=CC=C3)([P](C4=CC=CC=C4)(C5=CC=CC=C5)C6=CC=CC=C6)Cl (bis(triphenylphosphine)palladium(II) dichloride). Solvent: C(C)O (ethanol), O (water). The product is CN1N=CC=C1C1=CC=C(C=C1)C=1C=NC=CC1 (3-[4-(1-Methyl-1H-pyrazol-5-yl)phenyl]pyridine). Isolated yield 143.2%. Reaction SMILES: FC(F)(F)S(O[C:7]1[CH:12]=[CH:11][C:10]([C:13]2[N:17]([CH3:18])[N:16]=[CH:15][CH:14]=2)=[CH:9][CH:8]=1)(=O)=O.[N:21]1[CH:26]=[CH:25][CH:24]=[C:23](B(O)O)[CH:22]=1.C(=O)([O-])[O-].[K+].[K+].CN(C)C=O>Cl[Pd](Cl)([P](C1C=CC=CC=1)(C1C=CC=CC=1)C1C=CC=CC=1)[P](C1C=CC=CC=1)(C1C=CC=CC=1)C1C=CC=CC=1.O.C(O)C>[CH3:18][N:17]1[C:13]([C:10]2[CH:11]=[CH:12][C:7]([C:23]3[CH:22]=[N:21][CH:26]=[CH:25][CH:24]=3)=[CH:8][CH:9]=2)=[CH:14][CH:15]=[N:16]1 |f:2.3.4,^1:43,62|. Procedure details: A mixture of 4-(1-methyl-1H-pyrazol-5-yl)phenyl trifluoromethanesulfonate (200 mg), 3-pyridylboronic acid (88 mg), bis(triphenylphosphine)palladium(II) dichloride (14 mg), potassium carbonate (135 mg), dimethylformamide (1.4 mL) and ethanol (0.70 mL) was reacted in a microwave reactor (80° C., 25 minutes). Thereafter, water was added to the reaction solution, and the obtained mixture was extracted with ethyl acetate. The organic layer was washed with water and a saturated saline, and was then dr... Reactants: c1(n2c(nc(c1)Cl)nnn2)Cl. The reagents and catalysts are c1ccc(cc1)-c2c3ccccc3cc4ccccc24 (9-Phenylanthracene), [F-].[Cs+] (CsF), O (water), C1(C(C(C(C1c1ccccc1)c1ccccc1)c1ccccc1)c1ccccc1)c1ccccc1.P(C(C)(C)C)(C(C)(C)C)C1CCCC1.C1(C(C(C(C1c1ccccc1)c1ccccc1)c1ccccc1)c1ccccc1)c1ccccc1.P(C(C)(C)C)(C(C)(C)C)C1CCCC1.[Fe].[Fe].[Pd] (Pd(QPhos)2). The solvent is CC1=CC=CC=C1 (Toluene). Reaction conditions: temperature 90 celsius, time 18 hour. Product: Clc1cc(c2ccccc2)n3nnnc3n1. As a reaction SMILES: [Cl:1][c:2]1[n:10][c:9]([n:5]2[c:4](Cl)[cH:3]1)[n:8][n:7][n:6]2.OB([c:11]1[cH:16][cH:15][cH:14][cH:13][cH:12]1)O>>[Cl:1][c:2]1[n:10][c:9]([n:5]2[c:4]([c:11]3[cH:16][cH:15][cH:14][cH:13][cH:12]3)[cH:3]1)[n:8][n:7][n:6]2. Reactants: FC1=C(C=CC(=O)O)C=CC=C1 (2-fluorocinnamic acid), N[C@@H](C)C=1C=C(C=CC1)C=1C(=NOC1C)N ((S)-4-[3-(1-amino-ethyl)-phenyl]-5-methyl-isoxazol-3-ylamine). Yields the product NC1=NOC(=C1C=1C=C(C=CC1)[C@H](C)NC(C=CC1=C(C=CC=C1)F)=O)C ((S)-N-{1-[3-(3-Amino-5-methyl-isoxazol-4-yl)-phenyl]-ethyl}-3-(2-fluoro-phenyl)-acrylamide). RXN SMILES: [F:1][C:2]1[CH:12]=[CH:11][CH:10]=[CH:9][C:3]=1[CH:4]=[CH:5][C:6]([OH:8])=O.[NH2:13][C@H:14]([C:16]1[CH:17]=[C:18]([C:22]2[C:23]([NH2:28])=[N:24][O:25][C:26]=2[CH3:27])[CH:19]=[CH:20][CH:21]=1)[CH3:15]>>[NH2:28][C:23]1[C:22]([C:18]2[CH:17]=[C:16]([C@@H:14]([NH:13][C:6](=[O:8])[CH:5]=[CH:4][C:3]3[CH:9]=[CH:10][CH:11]=[CH:12][C:2]=3[F:1])[CH3:15])[CH:21]=[CH:20][CH:19]=2)=[C:26]([CH3:27])[O:25][N:24]=1. Procedure details: The title compound was prepared from 2-fluorocinnamic acid and (S)-4-[3-(1-amino-ethyl)-phenyl]-5-methyl-isoxazol-3-ylamine following the general procedures as described for Example 1. Starting materials: Cc1noc(C)c1CC(=O)O, CCN(CC)C(=O)C(c1ccccc1)C1CCN(c2ccc(N)cc2F)CC1, CN(C)C=O, O. The product is CCN(CC)C(=O)C(c1ccccc1)C1CCN(c2ccc(NC(=O)Cc3c(C)noc3C)cc2F)CC1. Reaction SMILES: [CH3:1][c:2]1[n:3][o:4][c:5]([CH3:11])[c:6]1[CH2:7][C:8](=[O:9])[OH:10].[NH2:17][c:18]1[cH:19][c:20]([F:44])[c:21]([N:24]2[CH2:25][CH2:26][CH:27]([CH:30]([C:31](=[O:32])[N:33]([CH2:34][CH3:35])[CH2:36][CH3:37])[c:38]3[cH:39][cH:40][cH:41][cH:42][cH:43]3)[CH2:28][CH2:29]2)[cH:22][cH:23]1.[O:12]=[CH:13][N:14]([CH3:15])[CH3:16].[OH2:45]>>[CH3:1][c:2]1[n:3][o:4][c:5]([CH3:11])[c:6]1[CH2:7][C:8](=[O:10])[NH:17][c:18]1[cH:19][c:20]([F:44])[c:21]([N:24]2[CH2:25][CH2:26][CH:27]([CH:30]([C:31](=[O:32])[N:33]([CH2:34][CH3:35])[CH2:36][CH3:37])[c:38]3[cH:39][cH:40][cH:41][cH:42][cH:43]3)[CH2:28][CH2:29]2)[cH:22][cH:23]1. Reaction SMILES: [Br:11][CH2:12][CH2:13][CH2:14][C:15]#[N:16].[C:17](=[O:18])([O-:19])[O-:20].[CH2:1]([CH2:2][CH2:3][CH3:4])[CH:5]1[CH2:6][CH2:7][NH:8][CH2:9][CH2:10]1.[CH3:24][C:25]#[N:26].[K+:21].[K+:22].[OH2:23]>>[CH2:1]([CH2:2][CH2:3][CH3:4])[CH:5]1[CH2:6][CH2:7][N:8]([CH2:12][CH2:13][CH2:14][C:15]#[N:16])[CH2:9][CH2:10]1. Yields the product CCCCC1CCN(CCCC#N)CC1. Reactants: N#CCCCBr, O=C([O-])[O-], CCCCC1CCNCC1, CC#N, [K+], [K+], O.